Dataset: the Open Reaction Database (ORD), a public repository of structured organic reaction records. Task: describe an organic reaction: reactants, conditions, products, and yield The reactants are NC1=C(C=2C[C@H]3C[C@H](CN([C@@H]3CC2S1)C)C(=O)N(C(=O)NCCN(C)C)CCC)C#N (1-{[(4aR,6R,8aR)-2-amino-3-cyano-8-methyl-4H,4aH,5H, 6H,7H,8H,8aH,9H-thieno[3,2-g]quinolin-6-yl]carbonyl}-3-[2-(dimethylamino)ethyl]-1-propylurea), NC1=C(C=2C[C@H]3C[C@H](CN([C@@H]3CC2S1)C)C(=O)N(C(=O)NCCN(C)C)CCC)C#N (1-{[(4aR,6R,8aR)-2-amino-3-cyano-8-methyl-4H,4aH,5H, 6H,7H,8H,8aH,9H-thieno[3,2-g]quinolin-6-yl]carbonyl}-3-[2-(dimethylamino)ethyl]-1-propylurea), Cl (hydrochloric acid). The solvent is C(C)O (ethanol), C(C)O (ethanol). Product: Cl.Cl.NC1=C(C=2C[C@H]3C[C@H](CN([C@@H]3CC2S1)C)C(=O)N(C(=O)NCCN(C)C)CCC)C#N (1-{[(4aR,6R,8aR)-2-amino-3-cyano-8-methyl-4H,4aH,5H,6H,7H,8H,8aH,9H-thieno[3,2-g]quinolin-6-yl]carbonyl}-3-[2-(dimethylamino)ethyl]-1-propylurea di hydrochloride salt). As a reaction SMILES: [NH2:1][C:2]1[S:14][C:13]2[CH2:12][C@@H:11]3[C@H:6]([CH2:7][C@@H:8]([C:16]([N:18]([CH2:27][CH2:28][CH3:29])[C:19]([NH:21][CH2:22][CH2:23][N:24]([CH3:26])[CH3:25])=[O:20])=[O:17])[CH2:9][N:10]3[CH3:15])[CH2:5][C:4]=2[C:3]=1[C:30]#[N:31].[ClH:32]>C(O)C>[ClH:32].[ClH:32].[NH2:1][C:2]1[S:14][C:13]2[CH2:12][C@@H:11]3[C@H:6]([CH2:7][C@@H:8]([C:16]([N:18]([CH2:27][CH2:28][CH3:29])[C:19]([NH:21][CH2:22][CH2:23][N:24]([CH3:26])[CH3:25])=[O:20])=[O:17])[CH2:9][N:10]3[CH3:15])[CH2:5][C:4]=2[C:3]=1[C:30]#[N:31] |f:3.4.5|. Procedure details: To a mixture of 1-{[(4aR,6R,8aR)-2-amino-3-cyano-8-methyl-4H,4aH,5H, 6H,7H,8H,8aH,9H-thieno[3,2-g]quinolin-6-yl]carbonyl}-3-[2-(dimethylamino)ethyl]-1-propylurea (compound 1-1) (10.0 g) and ethanol (200 mL) was added dropwise a mixture of 12 mol/L hydrochloric acid (3.91 mL) and ethanol (30 mL) while stirring under ice bath cooling, and the mixture was stirred at the same temperature for 3 hours. The resulting solid was collected by filtration, and washed twice with ethanol (20 mL) to give 1-{[(... Starting materials: O (Water), IC1=CNC2=NC=C(N=C21)C2=CC=C(C=C2)S(=O)(=O)C(C)C (7-iodo-2-(4-isopropylsulfonylphenyl)-5H-pyrrolo[2,3-b]pyrazine), CCN(C(C)C)C(C)C (DIPEA), C1(=CC=C(C=C1)S(=O)(=O)Cl)C (p-toluenesulfonyl chloride). Solvent: CN(C)C=O (DMF). Run at time 2 hour. Yields the product IC1=CN(C2=NC=C(N=C21)C2=CC=C(C=C2)S(=O)(=O)C(C)C)S(=O)(=O)C2=CC=C(C=C2)C (7-Iodo-2-(4-isopropylsulfonylphenyl)-5-(p-tolylsulfonyl)pyrrolo[2,3-b]pyrazine). The yield is 97.2%. As a reaction SMILES: [I:1][C:2]1[C:10]2[C:5](=[N:6][CH:7]=[C:8]([C:11]3[CH:16]=[CH:15][C:14]([S:17]([CH:20]([CH3:22])[CH3:21])(=[O:19])=[O:18])=[CH:13][CH:12]=3)[N:9]=2)[NH:4][CH:3]=1.CCN(C(C)C)C(C)C.[C:32]1([CH3:42])[CH:37]=[CH:36][C:35]([S:38](Cl)(=[O:40])=[O:39])=[CH:34][CH:33]=1.O>CN(C=O)C>[I:1][C:2]1[C:10]2[C:5](=[N:6][CH:7]=[C:8]([C:11]3[CH:12]=[CH:13][C:14]([S:17]([CH:20]([CH3:22])[CH3:21])(=[O:19])=[O:18])=[CH:15][CH:16]=3)[N:9]=2)[N:4]([S:38]([C:35]2[CH:36]=[CH:37][C:32]([CH3:42])=[CH:33][CH:34]=2)(=[O:40])=[O:39])[CH:3]=1. Reported procedure: To a solution of 7-iodo-2-(4-isopropylsulfonylphenyl)-5H-pyrrolo[2,3-b]pyrazine (5.0 g, 11.70 mmol) and DIPEA (3.024 g, 4.075 mL, 23.40 mmol) in DMF (25.00 mL) was added p-toluenesulfonyl chloride (2.454 g, 12.87 mmol). The resulting solution was stirred at room temperature for 2 hours. Water was added and the resultant precipitate collected, dried in vacuo at 40° C. to give the sub-title compound as an off-white solid (6.61 g, 97.16%). 1H NMR (400.0 MHz, DMSO) δ 9.18 (s, 1H), 8.64 (s, 1H), 8.42... Reactants: N(=NC(=O)OC(C)C)C(=O)OC(C)C (Diisopropyl azodicarboxylate), C1(=CC=CC=C1)P(C1=CC=CC=C1)C1=CC=CC=C1 (triphenylphosphine), OCCNC(OC(C)(C)C)=O (tert-butyl (2-hydroxyethyl)carbamate), BrC=1C(=C(C=C(C1C)Cl)C(C)=O)O (1-(3-bromo-5-chloro-2-hydroxy-4-methylphenyl)ethanone). The solvent is C(Cl)Cl (methylene chloride), O (water). Run at temperature 0 celsius, time 23 hour. The product is C(C)(=O)C1=CC(=C(C(=C1OCCNC(OC(C)(C)C)=O)Br)C)Cl (tert-Butyl [2-(6-acetyl-2-bromo-4-chloro-3-methylphenoxy)ethyl]carbamate). Yield: 59.8%. RXN SMILES: [Br:1][C:2]1[C:3]([OH:13])=[C:4]([C:10](=[O:12])[CH3:11])[CH:5]=[C:6]([Cl:9])[C:7]=1[CH3:8].C1(P(C2C=CC=CC=2)C2C=CC=CC=2)C=CC=CC=1.O[CH2:34][CH2:35][NH:36][C:37](=[O:43])[O:38][C:39]([CH3:42])([CH3:41])[CH3:40].N(C(OC(C)C)=O)=NC(OC(C)C)=O>C(Cl)Cl.O>[C:10]([C:4]1[C:3]([O:13][CH2:34][CH2:35][NH:36][C:37](=[O:43])[O:38][C:39]([CH3:42])([CH3:41])[CH3:40])=[C:2]([Br:1])[C:7]([CH3:8])=[C:6]([Cl:9])[CH:5]=1)(=[O:12])[CH3:11]. Procedure details: A suspension of 1-(3-bromo-5-chloro-2-hydroxy-4-methylphenyl)ethanone (8.0 g, 30 mmol) in methylene chloride (304 mL) was heated with a heat gun to dissolve the solids and cooled to 0° C. To the mixture was added triphenylphosphine (11 g, 43 mmol) and tert-butyl (2-hydroxyethyl)carbamate (9.4 mL, 61 mmol). Diisopropyl azodicarboxylate (8.4 mL, 43 mmol) was added dropwise. The mixture was stirred for 23 hours at room temperature. The reaction mixture was poured into water and extracted with methy... The reactants are Cl, O=C(O)C1CCC(F)(F)CC1, CN(C(=O)N(C)C1CN(C(=O)C2CCC(N)CC2)CC1c1ccc(F)cc1)c1cc(C(F)(F)F)cc(C(F)(F)F)c1. Yields the product CN(C(=O)N(C)C1CN(C(=O)C2CCC(NC(=O)C3CCC(F)(F)CC3)CC2)CC1c1ccc(F)cc1)c1cc(C(F)(F)F)cc(C(F)(F)F)c1. RXN SMILES: [ClH:1].[F:43][C:44]1([F:53])[CH2:45][CH2:46][CH:47]([C:50](=[O:51])[OH:52])[CH2:48][CH2:49]1.[NH2:2][CH:3]1[CH2:4][CH2:5][CH:6]([C:9](=[O:10])[N:11]2[CH2:12][CH:13]([N:23]([C:24](=[O:25])[N:26]([CH3:27])[c:28]3[cH:29][c:30]([C:38]([F:39])([F:40])[F:41])[cH:31][c:32]([C:34]([F:35])([F:36])[F:37])[cH:33]3)[CH3:42])[CH:14]([c:16]3[cH:17][cH:18][c:19]([F:22])[cH:20][cH:21]3)[CH2:15]2)[CH2:7][CH2:8]1>>[NH:2]([CH:3]1[CH2:4][CH2:5][CH:6]([C:9](=[O:10])[N:11]2[CH2:12][CH:13]([N:23]([C:24](=[O:25])[N:26]([CH3:27])[c:28]3[cH:29][c:30]([C:38]([F:39])([F:40])[F:41])[cH:31][c:32]([C:34]([F:35])([F:36])[F:37])[cH:33]3)[CH3:42])[CH:14]([c:16]3[cH:17][cH:18][c:19]([F:22])[cH:20][cH:21]3)[CH2:15]2)[CH2:7][CH2:8]1)[C:50]([CH:47]1[CH2:46][CH2:45][C:44]([F:43])([F:53])[CH2:49][CH2:48]1)=[O:51]. Procedure details: A mixture of 4-nitrobenzyl 7-[2-(2-formamidothiazol-4-yl)-2-butoxyiminoacetamido]-3-methoxy-3-cephem-4-carboxylate (syn isomer, 1.7 g.), 10% palladium carbon (1 g.), water (3 ml.), acetic acid (0.3 ml.), methanol (20 ml.) and tetrahydrofuran (35 ml.) was treated in a similar manner to that of Example 15-(2) to give 7-[2-(2-formamidothiazol-4-yl)-2-butoxyiminoacetamido]-3-methoxy-3-cephem-4-carboxylic acid (syn isomer, 1 g.), yellow powder. Solvent: O1CCCC1 (tetrahydrofuran). Reagents/catalysts: [C].[Pd] (palladium carbon). The reactants are C(=O)NC=1SC=C(N1)C(C(=O)NC1[C@@H]2N(C(=C(CS2)OC)C(=O)OCC2=CC=C(C=C2)[N+](=O)[O-])C1=O)=NOCCCC (4-nitrobenzyl 7-[2-(2-formamidothiazol-4-yl)-2-butoxyiminoacetamido]-3-methoxy-3-cephem-4-carboxylate), O (water), C(C)(=O)O (acetic acid), CO (methanol). Reaction SMILES: [CH:1]([NH:3][C:4]1[S:5][CH:6]=[C:7]([C:9](=[N:37][O:38][CH2:39][CH2:40][CH2:41][CH3:42])[C:10]([NH:12][CH:13]2[C:35](=[O:36])[N:15]3[C:16]([C:22]([O:24]CC4C=CC([N+]([O-])=O)=CC=4)=[O:23])=[C:17]([O:20][CH3:21])[CH2:18][S:19][C@H:14]23)=[O:11])[N:8]=1)=[O:2].O.C(O)(=O)C.CO>[C].[Pd].O1CCCC1>[CH:1]([NH:3][C:4]1[S:5][CH:6]=[C:7]([C:9](=[N:37][O:38][CH2:39][CH2:40][CH2:41][CH3:42])[C:10]([NH:12][CH:13]2[C:35](=[O:36])[N:15]3[C:16]([C:22]([OH:24])=[O:23])=[C:17]([O:20][CH3:21])[CH2:18][S:19][C@H:14]23)=[O:11])[N:8]=1)=[O:2] |f:4.5|. The product is C(=O)NC=1SC=C(N1)C(C(=O)NC1[C@@H]2N(C(=C(CS2)OC)C(=O)O)C1=O)=NOCCCC (7-[2-(2-formamidothiazol-4-yl)-2-butoxyiminoacetamido]-3-methoxy-3-cephem-4-carboxylic acid). Yield: 75.3%. The reactants are CC1=CC=C(C=C1)S(=O)(=O)OCCC(C)(C)O (3-hydroxy-3-methylbutyl 4-methylbenzenesulfonate), [H-].[Na+] (sodium hydride), BrC=1C(=CC(=NC1)O)C (5-bromo-4-methylpyridin-2-ol). Solvent: CN(C)C=O (DMF). Conditions: time 1 hour. Yields the product BrC=1C(=CC(=NC1)OCCC(C)(O)C)C (4-[(5-bromo-4-methylpyridin-2-yl)oxy]2-methylbutan-2-ol), BrC=1C(=CC(N(C1)CCC(C)(C)O)=O)C (5-bromo-1-(3-hydroxy-3-methylbutyl)-4-methylpyridin-2(1H)-one). Reaction SMILES: [H-].[Na+].[Br:3][C:4]1[C:5]([CH3:11])=[CH:6][C:7]([OH:10])=[N:8][CH:9]=1.CC1C=CC(S(O[CH2:23][CH2:24][C:25]([OH:28])([CH3:27])[CH3:26])(=O)=O)=CC=1>CN(C=O)C>[Br:3][C:4]1[C:5]([CH3:11])=[CH:6][C:7]([O:10][CH2:23][CH2:24][C:25]([CH3:27])([OH:28])[CH3:26])=[N:8][CH:9]=1.[Br:3][C:4]1[C:5]([CH3:11])=[CH:6][C:7](=[O:10])[N:8]([CH2:23][CH2:24][C:25]([OH:28])([CH3:27])[CH3:26])[CH:9]=1 |f:0.1|. Procedure details: In an atmosphere of nitrogen, sodium hydride was added under ice-cooling to a mixture of 5-bromo-4-methylpyridin-2-ol and DMF, followed by stirring at room temperature for 1 hour. Then, 3-hydroxy-3-methylbutyl 4-methylbenzenesulfonate was added thereto, followed by stirring at 40° C. for 14 hours to obtain 4-[(5-bromo-4-methylpyridin-2-yl)oxy]2-methylbutan-2-ol and 5-bromo-1-(3-hydroxy-3-methylbutyl)-4-methylpyridin-2(1H)-one. Starting materials: NC=1C=CC(=C(C1)[C@]1(N=C(OC[C@@H]1F)N)C)F ((4R,5R)-4-(5-amino-2-fluoro-phenyl)-5-fluoro-4-methyl-5,6-dihydro-4H-[1,3]oxazin-2-ylamine), C1(CC1)COC=1N=CC(=NC1)C(=O)O (5-cyclopropylmethoxy-pyrazine-2-carboxylic acid). Product: NC=1OC[C@@H]([C@@](N1)(C)C=1C=C(C=CC1F)NC(=O)C1=NC=C(N=C1)OCC1CC1)F (5-Cyclopropylmethoxy-pyrazine-2-carboxylic acid [3-((4R,5R)-2-amino-5-fluoro-4-methyl-5,6-dihydro-4H-[1,3]oxazin-4-yl)-4-fluoro-phenyl]-amide). Reaction SMILES: [NH2:1][C:2]1[CH:3]=[CH:4][C:5]([F:17])=[C:6]([C@:8]2([CH3:16])[C@@H:13]([F:14])[CH2:12][O:11][C:10]([NH2:15])=[N:9]2)[CH:7]=1.[CH:18]1([CH2:21][O:22][C:23]2[N:24]=[CH:25][C:26]([C:29](O)=[O:30])=[N:27][CH:28]=2)[CH2:20][CH2:19]1>>[NH2:15][C:10]1[O:11][CH2:12][C@H:13]([F:14])[C@:8]([C:6]2[CH:7]=[C:2]([NH:1][C:29]([C:26]3[CH:25]=[N:24][C:23]([O:22][CH2:21][CH:18]4[CH2:20][CH2:19]4)=[CH:28][N:27]=3)=[O:30])[CH:3]=[CH:4][C:5]=2[F:17])([CH3:16])[N:9]=1. Reported procedure: The condensation of (4R,5R)-4-(5-amino-2-fluoro-phenyl)-5-fluoro-4-methyl-5,6-dihydro-4H-[1,3]oxazin-2-ylamine (intermediate A8.2) and 5-cyclopropylmethoxy-pyrazine-2-carboxylic acid following procedure I yielded the title compound as a white solid. MS (ISP): m/z=418.3 [M+H]+.